The task is: describe an organic reaction: reactants, conditions, products, and yield. This data is from the Open Reaction Database (ORD), a public repository of structured organic reaction records. Reactants: C1(=CC=CC=2C3=CC=CC=C3CC12)OC(=O)N1CC(OCC1)C(=O)OC (methyl 4-fluorenyloxycarbonyl-morpholine-2-carboxylate), [Cl-].[Li+] (lithium chloride), [BH4-].[Na+] (sodium borohydride), C(C)O (ethanol). Solvent: C1CCOC1 (THF). Reaction conditions: time 8 hour. The product is OCC1CN(CCO1)C(=O)OC1=CC=CC=2C3=CC=CC=C3CC12 (2-Hydroxymethyl-4-fluorenyloxycarbonyl-morpholine). RXN SMILES: [C:1]1([O:14][C:15]([N:17]2[CH2:22][CH2:21][O:20][CH:19]([C:23](OC)=[O:24])[CH2:18]2)=[O:16])[C:13]2[CH2:12][C:11]3[C:6](=[CH:7][CH:8]=[CH:9][CH:10]=3)[C:5]=2[CH:4]=[CH:3][CH:2]=1.[Cl-].[Li+].[BH4-].[Na+].C(O)C>C1COCC1>[OH:24][CH2:23][CH:19]1[O:20][CH2:21][CH2:22][N:17]([C:15]([O:14][C:1]2[C:13]3[CH2:12][C:11]4[C:6](=[CH:7][CH:8]=[CH:9][CH:10]=4)[C:5]=3[CH:4]=[CH:3][CH:2]=2)=[O:16])[CH2:18]1 |f:1.2,3.4|. Procedure details: To a solution of 3.56 g of methyl 4-fluorenyloxycarbonyl-morpholine-2-carboxylate in 25 mL of THF was added 0.58 g of lithium chloride, 0.52 g of sodium borohydride, and 25 mL of ethanol. The mixture was stirred overnight at room temperature, concentrated, and redissolved in 200 mL of CH2Cl2. This CH2Cl2 solution was washed with 2×100 mL of water and 100 mL of brine, dried over MgSO4, and concentrated. The residue was purified by flash chromatography, eluting with 1:1 hexanes-EtOAc, to yield 2.3... The reactants are N1(CCCCC1)CCCN (1-piperidinepropylamine), COC(C=O)OC (dimethoxyacetaldehyde), S(=O)(=O)([O-])[O-].[Mg+2] (magnesium sulfate), CC(=O)O (AcOH), C(#N)[BH3-].[Na+] (sodium cyanoborohydride). The solvent is CO (MeOH). Product: COC(CNCCCN1CCCCC1)OC ((2,2-Dimethoxy-ethyl)-(3-piperidin-1-yl-propyl)-amine). The yield is 0.0%. RXN SMILES: [N:1]1([CH2:7][CH2:8][CH2:9][NH2:10])[CH2:6][CH2:5][CH2:4][CH2:3][CH2:2]1.[CH3:11][O:12][CH:13]([O:16][CH3:17])[CH:14]=O.S([O-])([O-])(=O)=O.[Mg+2].CC(O)=O.C([BH3-])#N.[Na+]>CO>[CH3:11][O:12][CH:13]([O:16][CH3:17])[CH2:14][NH:10][CH2:9][CH2:8][CH2:7][N:1]1[CH2:6][CH2:5][CH2:4][CH2:3][CH2:2]1 |f:2.3,5.6|. Procedure: To a solution of 1-piperidinepropylamine (3.00 g, 21.1 mmol) in MeOH (60 mL) were added dimethoxyacetaldehyde (45% solution in TBME, 6.5 mL, 25 mmol) magnesium sulfate (22.8 g, 190 mmol), AcOH (5.07 g, 84.4 mmol), and sodium cyanoborohydride (1.99 g, 31.6 mmol) at 0° C. The ice bath was removed, then after 18 h the reaction mixture was partitioned between sat. aq. sodium hyrogencarbonate solution and EtOAc. The organic layer was washed with brine, dried (MgSO4), and evaporated. Chromatography (S... Reactants: BrC1=CC=C(C=C1)S (4-bromothiophenol), ClCC1CO1 (1-chloro-2,3-epoxypropane), C([O-])([O-])=O.[K+].[K+] (potassium carbonate). Reported procedure: A suspension containing 9.45 g of 4-bromothiophenol, 14.45 g of 1-chloro-2,3-epoxypropane and 13.8 g of potassium carbonate in 100 ml of butanone is refluxed for 12 hours. The inorganic salts formed are filtered off and drained and the solvent and excess 1-chloro-2,3-epoxypropane are then evaporated off under vacuum. The residual oil is distilled at between 130° C. and 140° C. under 0.01 mm of mercury. RXN SMILES: [Br:1][C:2]1[CH:7]=[CH:6][C:5]([SH:8])=[CH:4][CH:3]=1.Cl[CH2:10][CH:11]1[O:13][CH2:12]1.C(=O)([O-])[O-].[K+].[K+]>CC(=O)CC>[Br:1][C:2]1[CH:7]=[CH:6][C:5]([S:8][CH:12]2[O:13][CH:11]2[CH3:10])=[CH:4][CH:3]=1 |f:2.3.4|. The product is BrC1=CC=C(C=C1)SC1C(C)O1 (3-(4-Bromophenylthio)-2,3-epoxypropane). Run in CC(CC)=O (butanone). The reactants are COC=1C=C(C(=O)N)C=C(C1)OC (3,5-dimethoxybenzamide), ClCC(=O)CCl (1,3-dichloroacetone). The product is ClCC=1N=C(OC1)C1=CC(=CC(=C1)OC)OC (4-chloromethyl-2-(3,5-dimethoxyphenyl)oxazole). Yield: 59.0%. RXN SMILES: [CH3:1][O:2][C:3]1[CH:4]=[C:5]([CH:9]=[C:10]([O:12][CH3:13])[CH:11]=1)[C:6]([NH2:8])=[O:7].[Cl:14][CH2:15][C:16]([CH2:18]Cl)=O>>[Cl:14][CH2:15][C:16]1[N:8]=[C:6]([C:5]2[CH:9]=[C:10]([O:12][CH3:13])[CH:11]=[C:3]([O:2][CH3:1])[CH:4]=2)[O:7][CH:18]=1. Reported procedure: In substantially the same manner as in Reference Example 31, 3,5-dimethoxybenzamide was allowed to react with 1,3-dichloroacetone to give 4-chloromethyl-2-(3,5-dimethoxyphenyl)oxazole. The yield was 59%. Recrystallization from ethyl acetate-hexane gave colorless needles, mp 85-86° C. Reactants: COC=1C=CC(=C2CCC(N(C12)CC1CCNCC1)=O)CC1C(NC(S1)=O)=O (5-(8-methoxy-1-piperidin-4-ylmethyl-2-oxo-1,2,3,4-tetrahydroquinolin-5-ylmethyl)thiazolidine-2,4-dione), O1CCC(CC1)=O (tetrahydropyran-4-one), CCN(C(C)C)C(C)C (DIEA), C(C)(=O)O[BH-](OC(C)=O)OC(C)=O.[Na+] (sodium triacetoxy borohydride). The solvent is C(C)(=O)O (acetic acid), CN(C)C=O (DMF). Reaction conditions: time 8 hour. Yields the product COC=1C=CC(=C2CCC(N(C12)CC1CCN(CC1)C1CCOCC1)=O)CC1C(NC(S1)=O)=O (5-{8-methoxy-1-[1-(tetrahydropyran-4-yl)piperidin-4-yl]methyl-2-oxo-1,2,3,4-tetrahydroquinolin-5-ylmethyl}thiazolidine-2,4-dione). The yield is 30.0%. Reaction SMILES: [CH3:1][O:2][C:3]1[CH:4]=[CH:5][C:6]([CH2:21][CH:22]2[S:26][C:25](=[O:27])[NH:24][C:23]2=[O:28])=[C:7]2[C:12]=1[N:11]([CH2:13][CH:14]1[CH2:19][CH2:18][NH:17][CH2:16][CH2:15]1)[C:10](=[O:20])[CH2:9][CH2:8]2.[O:29]1[CH2:34][CH2:33][C:32](=O)[CH2:31][CH2:30]1.C(O[BH-](OC(=O)C)OC(=O)C)(=O)C.[Na+].CCN(C(C)C)C(C)C>C(O)(=O)C.CN(C=O)C>[CH3:1][O:2][C:3]1[CH:4]=[CH:5][C:6]([CH2:21][CH:22]2[S:26][C:25](=[O:27])[NH:24][C:23]2=[O:28])=[C:7]2[C:12]=1[N:11]([CH2:13][CH:14]1[CH2:15][CH2:16][N:17]([CH:32]3[CH2:33][CH2:34][O:29][CH2:30][CH2:31]3)[CH2:18][CH2:19]1)[C:10](=[O:20])[CH2:9][CH2:8]2 |f:2.3|. Procedure: To 5-(8-methoxy-1-piperidin-4-ylmethyl-2-oxo-1,2,3,4-tetrahydroquinolin-5-ylmethyl)thiazolidine-2,4-dione (20 μmol, 1.0 eq.) was added a DMF (200 μl) solution of tetrahydropyran-4-one (24 μmol, 1.2 eq.) and acetic acid (10 μl). MP-sodium triacetoxy borohydride was added further. After this solution was shaken for several minutes, DIEA (30 μl) was added and a reaction was carried out at 60° C. overnight. The resin was removed by filtration and washed with methylene chloride. The solvent was disti... Starting materials: Cl.ClC1=C(C(=NC(=C1)C1=CC(=CC=C1)Cl)C)CC (4-Chloro-6-(3-chlorophenyl)-3-ethyl-2-methyl-pyridine HCl salt), NC1=CC=C(C=C1)CC(=O)OC (methyl 2-(4-aminophenyl)acetate). Run at temperature 150 celsius. The product is ClC=1C=C(C=CC1)C1=CC(=C(C(=N1)C)CC)NC1=CC=C(C=C1)CC(=O)OC (methyl 2-[4-[[6-(3-chlorophenyl)-3-ethyl-2-methyl-4-pyridyl]amino]phenyl]acetate). The yield is 40.5%. Reaction SMILES: Cl.Cl[C:3]1[CH:8]=[C:7]([C:9]2[CH:14]=[CH:13][CH:12]=[C:11]([Cl:15])[CH:10]=2)[N:6]=[C:5]([CH3:16])[C:4]=1[CH2:17][CH3:18].[NH2:19][C:20]1[CH:25]=[CH:24][C:23]([CH2:26][C:27]([O:29][CH3:30])=[O:28])=[CH:22][CH:21]=1>>[Cl:15][C:11]1[CH:10]=[C:9]([C:7]2[N:6]=[C:5]([CH3:16])[C:4]([CH2:17][CH3:18])=[C:3]([NH:19][C:20]3[CH:21]=[CH:22][C:23]([CH2:26][C:27]([O:29][CH3:30])=[O:28])=[CH:24][CH:25]=3)[CH:8]=2)[CH:14]=[CH:13][CH:12]=1 |f:0.1|. Reported procedure: An 18-mL test tube was charged with 4-Chloro-6-(3-chlorophenyl)-3-ethyl-2-methyl-pyridine HCl salt (15 mg, 0.05 mmol, 1 eq.) and methyl 2-(4-aminophenyl)acetate (20 mg, 0.12 mmol, 2.4 eq.). The resulting mixture was heated at 150° C. under Ar for 1 hr. After cooling to room temperature, the mixture was partitioned between NaHCO3 aq. (10 ml) and dichloromethane (10 ml). The organic layer was collected and concentrated on a rotary evaporator. The residue was purified by chromatography on silica ge...